From a dataset of the Open Reaction Database (ORD), a public repository of structured organic reaction records. describe an organic reaction: reactants, conditions, products, and yield The reactants are NC1=C(C(=O)N)C(=CC(=C1)Cl)Cl (2-amino-4,6-dichloro-benzamide), OCCOC1=C(C=C(C=O)C=C1C)C (4-(2-hydroxy-ethoxy)-3,5-dimethyl-benzaldehyde), S(=O)(O)[O-].[Na+] (sodium hydrogen sulfite), O.C1(=CC=C(C=C1)S(=O)(=O)O)C (p-toluenesulfonic acid monohydrate). The solvent is CN(C(C)=O)C (N,N-dimethylacetamide). Conditions: temperature 120 celsius, time 16 hour. The product is ClC1=C2C(NC(=NC2=CC(=C1)Cl)C1=CC(=C(C(=C1)C)OCCO)C)=O (5,7-dichloro-2-[4-(2-hydroxy-ethoxy)-3,5-dimethylphenyl]-3H-quinazolin-4-one). As a reaction SMILES: [NH2:1][C:2]1[CH:10]=[C:9]([Cl:11])[CH:8]=[C:7]([Cl:12])[C:3]=1[C:4]([NH2:6])=[O:5].[OH:13][CH2:14][CH2:15][O:16][C:17]1[C:24]([CH3:25])=[CH:23][C:20]([CH:21]=O)=[CH:19][C:18]=1[CH3:26].S([O-])(O)=O.[Na+].O.C1(C)C=CC(S(O)(=O)=O)=CC=1>CN(C)C(=O)C>[Cl:12][C:7]1[CH:8]=[C:9]([Cl:11])[CH:10]=[C:2]2[C:3]=1[C:4](=[O:5])[NH:6][C:21]([C:20]1[CH:23]=[C:24]([CH3:25])[C:17]([O:16][CH2:15][CH2:14][OH:13])=[C:18]([CH3:26])[CH:19]=1)=[N:1]2 |f:2.3,4.5|. Procedure: To a solution of 2-amino-4,6-dichloro-benzamide (1.54 g, 7.50 mmol) and 4-(2-hydroxy-ethoxy)-3,5-dimethyl-benzaldehyde (1.46 g, 7.50 mmol) in N,N-dimethylacetamide (15 mL) were added sodium hydrogen sulfite (58.5 wt %, 1.51 g, 8.25 mmol) and p-toluenesulfonic acid monohydrate (0.28 g, 1.50 mmol). The reaction mixture was stirred at 120° C. for 16 hours under nitrogen, and then cooled to room temperature. Solvent was evaporated under reduced pressure. Water (100 mL) was added. The separated solid... Reactants: C(CC)NC=1C2=CC=CC=C2N=C2CCC=CC12 (3,4-dihydro-9-(n-propylamino)acridin), [NH4+].[Cl-] (NH4Cl), [H-].[H-].[H-].[H-].[Li+].[Al+3] (LiAlH4), [OH-].[K+] (potassium hydroxide), [H-] (hydride). Solvent: CCOCC (ether), O1CCCC1 (tetrahydrofuran). The product is C(CC)NC=1C2=CC=CC=C2N=C2CCCC(C12)O (9-(n-propylamino)-1,2,3,4-tetrahydroacridin-1-ol). Yield: 75.0%. RXN SMILES: [CH2:1]([NH:4][C:5]1[C:6]2[C:11]([N:12]=[C:13]3[C:18]=1[CH:17]=[CH:16][CH2:15][CH2:14]3)=[CH:10][CH:9]=[CH:8][CH:7]=2)[CH2:2][CH3:3].[H-].[H-].[H-].[H-].[Li+].[Al+3].[H-].[NH4+].[Cl-].[OH-:28].[K+]>O1CCCC1.CCOCC>[CH2:1]([NH:4][C:5]1[C:6]2[C:11]([N:12]=[C:13]3[C:18]=1[CH:17]([OH:28])[CH2:16][CH2:15][CH2:14]3)=[CH:10][CH:9]=[CH:8][CH:7]=2)[CH2:2][CH3:3] |f:1.2.3.4.5.6,8.9,10.11|. Procedure details: In 50ml of dry tetrahydrofuran was suspended 2.49 g of 3,4-dihydro-9-(n-propylamino)acridin-1(2He-one. The mechanically stirred suspension was cooled in ice and 4.50ml (0.5 eq) of 1.1 M LiAlH4 solution in ether was added dropwise, whereupon a solution formed. After the addition, the reaction appeared complete based on thin layer chromatography analysis. The excess hydride was neutrilized with 0.5ml of saturated NH4Cl solution and therafter 30% potassium hydroxide was added to dissolve the salts.... Reactants: FC1=C(C=C(C(=C1)F)F)C=1N=C2OC=CN2C1 (6-(2,4,5-trifluorophenyl)imidazo[2,1-b]oxazole), CN(C)C=O (DMF), C1CC(=O)N(C1=O)I (NIS). Run in O (water). Reaction conditions: time 1 hour. Product: IC1=C(N=C2OC=CN21)C2=C(C=C(C(=C2)F)F)F (5-Iodo-6-(2,4,5-trifluorophenyl)imidazo[2,1-b]oxazole). The yield is 73.3%. RXN SMILES: [F:1][C:2]1[CH:7]=[C:6]([F:8])[C:5]([F:9])=[CH:4][C:3]=1[C:10]1[N:11]=[C:12]2[N:16]([CH:17]=1)[CH:15]=[CH:14][O:13]2.CN(C=O)C.C1C(=O)N([I:30])C(=O)C1>O>[I:30][C:17]1[N:16]2[C:12]([O:13][CH:14]=[CH:15]2)=[N:11][C:10]=1[C:3]1[CH:4]=[C:5]([F:9])[C:6]([F:8])=[CH:7][C:2]=1[F:1]. Procedure details: To a round bottom flask containing 6-(2,4,5-trifluorophenyl)imidazo[2,1-b]oxazole (11.7 g, 49.1 mmol) and DMF (120 mL) was added NIS (11.4 g, 50.6 mmol). The reaction mixture was stirred at ambient temperature for about 1 h. The reaction mixture was poured into water (300 mL) and the resulting precipitate was collected by vacuum filtration. The solid was dissolved into DCM (500 mL) and the organic suspension was washed sequentially with saturated NaHCO3 solution, 5% sodium thiosulfate solution, ...